This data is from the Open Reaction Database (ORD), a public repository of structured organic reaction records. The task is: describe an organic reaction: reactants, conditions, products, and yield The reactants are O=C1CCC(=O)N1Br, CC(C)c1cc(-c2ccc(F)cc2)n(-c2nc3ccccc3s2)n1, N#N, CN(C)C=O, O. The product is CC(C)c1nn(-c2nc3ccccc3s2)c(-c2ccc(F)cc2)c1Br. As a reaction SMILES: [Br:1][N:2]1[C:3](=[O:4])[CH2:5][CH2:6][C:7]1=[O:8].[F:9][c:10]1[cH:11][cH:12][c:13](-[c:16]2[cH:17][c:18]([CH:30]([CH3:31])[CH3:32])[n:19][n:20]2-[c:21]2[s:22][c:23]3[c:24]([n:25]2)[cH:26][cH:27][cH:28][cH:29]3)[cH:14][cH:15]1.[N:33]#[N:34].[O:36]=[CH:37][N:38]([CH3:39])[CH3:40].[OH2:35]>>[Br:1][c:17]1[c:16](-[c:13]2[cH:12][cH:11][c:10]([F:9])[cH:15][cH:14]2)[n:20](-[c:21]2[s:22][c:23]3[c:24]([n:25]2)[cH:26][cH:27][cH:28][cH:29]3)[n:19][c:18]1[CH:30]([CH3:31])[CH3:32]. Starting materials: ClC1=C(C(=O)O)C=C(C=C1)S(=O)(=O)C (2-chloro-5-(methylsulfonyl)benzoic acid), CO (MeOH), S(=O)(Cl)Cl (thionyl chloride). Reaction conditions: time 72 hour. The product is ClC1=C(C(=O)OC)C=C(C=C1)S(=O)(=O)C (methyl 2-chloro-5-(methylsulfonyl)benzoate). As a reaction SMILES: [Cl:1][C:2]1[CH:10]=[CH:9][C:8]([S:11]([CH3:14])(=[O:13])=[O:12])=[CH:7][C:3]=1[C:4]([OH:6])=[O:5].S(Cl)(Cl)=O.[CH3:19]O>>[Cl:1][C:2]1[CH:10]=[CH:9][C:8]([S:11]([CH3:14])(=[O:13])=[O:12])=[CH:7][C:3]=1[C:4]([O:6][CH3:19])=[O:5]. Procedure details: 2-chloro-5-(methylsulfonyl)benzoic acid (4 g, 0.016 mol) was dissolved in MeOH (10 ml) and thionyl chloride (1 ml) was added. The reaction was stirred for 72 h at RT. Solvents were evaporated and crude solid was dissolved in DCM and washed with saturated aqueous solution of NaHCO3. The organic solvent was dried (Na2SO4) and evaporated to obtain 0.88 g of the title compound as white solid.